From a dataset of the Open Reaction Database (ORD), a public repository of structured organic reaction records. describe an organic reaction: reactants, conditions, products, and yield The reactants are O=C([O-])O, CCOC(=O)CCN1CCc2ccc([N+](=O)[O-])cc2C1C, CCO, [Na+], O, O, Cl[Sn](Cl)(Cl)Cl. Yields the product CCOC(=O)CCN1CCc2ccc(N)cc2C1C. As a reaction SMILES: [C:29](=[O:30])([OH:31])[O-:32].[CH2:1]([CH3:2])[O:3][C:4](=[O:5])[CH2:6][CH2:7][N:8]1[CH:9]([CH3:21])[c:10]2[cH:11][c:12]([N+:18]([O-:19])=[O:20])[cH:13][cH:14][c:15]2[CH2:16][CH2:17]1.[CH3:34][CH2:35][OH:36].[Na+:33].[OH2:22].[OH2:23].[Sn:24]([Cl:25])([Cl:26])([Cl:27])[Cl:28]>>[CH2:1]([CH3:2])[O:3][C:4](=[O:5])[CH2:6][CH2:7][N:8]1[CH:9]([CH3:21])[c:10]2[cH:11][c:12]([NH2:18])[cH:13][cH:14][c:15]2[CH2:16][CH2:17]1. Run at time 16 hour. Reactants: NC=1N=NC(=CC1C)C (3-amino-4,6-dimethylpyridazine), COC(CBr)OC (bromoacetaldehyde dimethyl acetal), Br (HBr), C([O-])(O)=O.[Na+] (sodium bicarbonate). Procedure: A mixture of 25 g (148 mmol) of bromoacetaldehyde dimethyl acetal, 5 mL of water and 5 mL of 48% HBr was refluxed 2 h. After cooling, it was poured into 50 mL of ethanol. Solid sodium bicarbonate was added until bubbling ceased. The mixture was filtered and to the filtrate was added 7.5 g (61 mmol) of 3-amino-4,6-dimethylpyridazine. After stirring 16 h, the ethanol was removed with a rotary evaporator. The residue was triturated with ethanol to give a brown solid which was dissolved in water and... Yield: 44.6%. Product: CC=1C=C(C=2N(N1)C=CN2)C (6,8-Dimethylimidazo[1,2-b]pyridazine). Reaction SMILES: CO[CH:3](OC)[CH2:4]Br.Br.C(=O)(O)[O-].[Na+].[NH2:14][C:15]1[N:16]=[N:17][C:18]([CH3:22])=[CH:19][C:20]=1[CH3:21]>O.C(O)C>[CH3:22][C:18]1[CH:19]=[C:20]([CH3:21])[C:15]2[N:16]([CH:3]=[CH:4][N:14]=2)[N:17]=1 |f:2.3|. Run in C(C)O (ethanol), O (water), O (water).